From a dataset of the Open Reaction Database (ORD), a public repository of structured organic reaction records. describe an organic reaction: reactants, conditions, products, and yield Procedure: Tetrahydro-1-(5-t-butyl-1,3,4-thiadiazol-2-yl)-3-methyl-6-hydroxy-2(1H)-pyrimidinone (7 grams), methyl alcohol (50 ml) and toluenesulfonic acid (0.2 grams) are charged into a glass reaction vessel equipped with a mechanical stirrer, thermometer and reflux condenser. The reaction mixture is then heated at reflux for a period of about 24 hours. After this time the mixture is stripped of unreacted alcohol under reduced pressure to yield a solid product. This product is then recrystallized to yield ... Product: C(C)(C)(C)C1=NN=C(S1)N1C(N(CCC1OC)C)=O (tetrahydro-1-(5-t-butyl-1,3,4-thiadiazol-2-yl)-3-methyl-6-methoxy-2(1H)-pyrimidinone). The reactants are C(C)(C)(C)C1=NN=C(S1)N1C(N(CCC1O)C)=O (Tetrahydro-1-(5-t-butyl-1,3,4-thiadiazol-2-yl)-3-methyl-6-hydroxy-2(1H)-pyrimidinone), C=1(C(=CC=CC1)S(=O)(=O)O)C (toluenesulfonic acid), alcohol. As a reaction SMILES: [C:1]([C:5]1[S:9][C:8]([N:10]2[CH:15]([OH:16])[CH2:14][CH2:13][N:12]([CH3:17])[C:11]2=[O:18])=[N:7][N:6]=1)([CH3:4])([CH3:3])[CH3:2].[C:19]1(C)C(S(O)(=O)=O)=CC=CC=1>CO>[C:1]([C:5]1[S:9][C:8]([N:10]2[CH:15]([O:16][CH3:19])[CH2:14][CH2:13][N:12]([CH3:17])[C:11]2=[O:18])=[N:7][N:6]=1)([CH3:4])([CH3:2])[CH3:3]. The solvent is CO (methyl alcohol). Yields the product COCCCOc1cccc(Br)c1. As a reaction SMILES: [Br:1][c:2]1[cH:3][c:4]([OH:8])[cH:5][cH:6][cH:7]1.[Cl:9][CH2:10][CH2:11][CH2:12][O:13][CH3:14].[K+:15].[K+:16].[O-:17][C:18]([O-:19])=[O:20].[O:21]=[CH:22][N:23]([CH3:24])[CH3:25]>>[Br:1][c:2]1[cH:3][c:4]([O:8][CH2:10][CH2:11][CH2:12][O:13][CH3:14])[cH:5][cH:6][cH:7]1. The reactants are Oc1cccc(Br)c1, COCCCCl, [K+], [K+], O=C([O-])[O-], CN(C)C=O. Starting materials: NCC=1C=C(C=NC1)C1=CC=2C3=C(C=NC2C=C1)N(C(N3C=3C(=NN(C3)C)C)=O)C (8-(5-Aminomethyl-pyridin-3-yl)-1-(1,3-dimethyl-1H-pyrazol-4-yl)-3-methyl-1,3-dihydro-imidazo[4,5-c]quinolin-2-one), CCN(C(C)C)C(C)C (Hünig's base), C(C)(=O)Cl (acetyl chloride). The solvent is ClCCl (dichloromethane). Conditions: time 45 minute. Yields the product CN1N=C(C(=C1)N1C(N(C=2C=NC=3C=CC(=CC3C21)C=2C=C(C=NC2)CNC(C)=O)C)=O)C (N-{5-[1-(1,3-Dimethyl-1H-pyrazol-4-yl)-3-methyl-2-oxo-2,3-dihydro-1H-imidazo[4,5-c]quinolin-8-yl]-pyridin-3-ylmethyl}-acetamide). As a reaction SMILES: [NH2:1][CH2:2][C:3]1[CH:4]=[C:5]([C:9]2[CH:18]=[CH:17][C:16]3[N:15]=[CH:14][C:13]4[N:19]([CH3:30])[C:20](=[O:29])[N:21]([C:22]5[C:23]([CH3:28])=[N:24][N:25]([CH3:27])[CH:26]=5)[C:12]=4[C:11]=3[CH:10]=2)[CH:6]=[N:7][CH:8]=1.CCN(C(C)C)C(C)C.[C:40](Cl)(=[O:42])[CH3:41]>ClCCl>[CH3:27][N:25]1[CH:26]=[C:22]([N:21]2[C:12]3[C:11]4[CH:10]=[C:9]([C:5]5[CH:4]=[C:3]([CH2:2][NH:1][C:40](=[O:42])[CH3:41])[CH:8]=[N:7][CH:6]=5)[CH:18]=[CH:17][C:16]=4[N:15]=[CH:14][C:13]=3[N:19]([CH3:30])[C:20]2=[O:29])[C:23]([CH3:28])=[N:24]1. Procedure details: To a mixture of 8-(5-aminomethyl-pyridin-3-yl)-1-(1,3-dimethyl-1H-pyrazol-4-yl)-3-methyl-1,3-dihydro-imidazo[4,5-c]quinolin-2-one (Example 230, 0.053 mmol) and Hünig's base (0.014 ml) in dichloromethane (1 ml) was added acetyl chloride (Aldrich, Buchs, Switzerland, 0.058 mmol). The RM was stirred for 45 min at it then evaporated to dryness. The residue was taken in MeOH and purified by preparative HPLC. The fractions containing product were basified with NaHCO3, concentrated and extracted with d... Starting materials: OC1=CC=C(C(=O)C2=CN(C3=CC=CC=C23)CCCC(=O)OCC)C=C1 (ethyl 4-[3-(4-hydroxybenzoyl)indol-1-yl]butyrate), C(C(C)C)C1=CC=C(C=C1)[C@@H](CCCC)O ((R)-1-(4-isobutylphenyl)pentan-1-ol), C1(=CC=CC=C1)P(C1=CC=CC=C1)C1=CC=CC=C1 (triphenylphosphine), N(=NC(=O)OCC)C(=O)OCC (diethyl azodicarboxylate). Run in O1CCCC1 (tetrahydrofuran), C1(=CC=CC=C1)C (toluene). Run at time 1 hour. Yields the product C(C(C)C)C1=CC=C(C=C1)[C@H](CCCC)OC1=CC=C(C(=O)C2=CN(C3=CC=CC=C23)CCCC(=O)OCC)C=C1 (ethyl (S)-4-[3-[4-[1-(4-isobutylphenyl)pentyloxy]benzoyl]indol-1-yl]butyrate). The yield is 64.4%. RXN SMILES: [OH:1][C:2]1[CH:26]=[CH:25][C:5]([C:6]([C:8]2[C:16]3[C:11](=[CH:12][CH:13]=[CH:14][CH:15]=3)[N:10]([CH2:17][CH2:18][CH2:19][C:20]([O:22][CH2:23][CH3:24])=[O:21])[CH:9]=2)=[O:7])=[CH:4][CH:3]=1.[CH2:27]([C:31]1[CH:36]=[CH:35][C:34]([C@H:37](O)[CH2:38][CH2:39][CH2:40][CH3:41])=[CH:33][CH:32]=1)[CH:28]([CH3:30])[CH3:29].C1(P(C2C=CC=CC=2)C2C=CC=CC=2)C=CC=CC=1.N(C(OCC)=O)=NC(OCC)=O>O1CCCC1.C1(C)C=CC=CC=1>[CH2:27]([C:31]1[CH:32]=[CH:33][C:34]([C@@H:37]([O:1][C:2]2[CH:26]=[CH:25][C:5]([C:6]([C:8]3[C:16]4[C:11](=[CH:12][CH:13]=[CH:14][CH:15]=4)[N:10]([CH2:17][CH2:18][CH2:19][C:20]([O:22][CH2:23][CH3:24])=[O:21])[CH:9]=3)=[O:7])=[CH:4][CH:3]=2)[CH2:38][CH2:39][CH2:40][CH3:41])=[CH:35][CH:36]=1)[CH:28]([CH3:30])[CH3:29]. Reported procedure: To a mixture of ethyl 4-[3-(4-hydroxybenzoyl)indol-1-yl]butyrate (275 mg), (R)-1-(4-isobutylphenyl)pentan-1-ol (179 mg) and triphenylphosphine (213 mg) in a mixture of tetrahydrofuran and toluene (1:4, 10 ml) was added diethyl azodicarboxylate (0.13 ml) at -25° C. After stirring for 1 hour, the reaction mixture was concentrated in vacuo. The concentrate was chromatographed on silica gel using hexane and ethyl acetate (3:1) to give ethyl (S)-4-[3-[4-[1-(4-isobutylphenyl)pentyloxy]benzoyl]indol-1-... Procedure: 3-{1-[5-chloro-2-(trifluoromethyl)benzyl]-1,2,3,4-tetrahydropyrido[2,3-b]pyrazin-7-yl}benzoic acid was reacted with 1-(4-thieno[3,2-d]pyrimidinyl)piperazine as in General Procedure 10 to give the title compound. LCMS: m/z=649.98 (M+H+); retention time=0.65 minutes. As a reaction SMILES: [Cl:1][C:2]1[CH:3]=[CH:4][C:5]([C:28]([F:31])([F:30])[F:29])=[C:6]([CH:27]=1)[CH2:7][N:8]1[CH2:13][CH2:12][NH:11][C:10]2[N:14]=[CH:15][C:16]([C:18]3[CH:19]=[C:20]([CH:24]=[CH:25][CH:26]=3)[C:21](O)=[O:22])=[CH:17][C:9]1=2.[N:32]1[C:37]2[CH:38]=[CH:39][S:40][C:36]=2[C:35]([N:41]2[CH2:46][CH2:45][NH:44][CH2:43][CH2:42]2)=[N:34][CH:33]=1>>[Cl:1][C:2]1[CH:3]=[CH:4][C:5]([C:28]([F:29])([F:31])[F:30])=[C:6]([CH:27]=1)[CH2:7][N:8]1[CH2:13][CH2:12][NH:11][C:10]2[N:14]=[CH:15][C:16]([C:18]3[CH:19]=[C:20]([C:21]([N:44]4[CH2:45][CH2:46][N:41]([C:35]5[C:36]6[S:40][CH:39]=[CH:38][C:37]=6[N:32]=[CH:33][N:34]=5)[CH2:42][CH2:43]4)=[O:22])[CH:24]=[CH:25][CH:26]=3)=[CH:17][C:9]1=2. Starting materials: ClC=1C=CC(=C(CN2C3=C(NCC2)N=CC(=C3)C=3C=C(C(=O)O)C=CC3)C1)C(F)(F)F (3-{1-[5-chloro-2-(trifluoromethyl)benzyl]-1,2,3,4-tetrahydropyrido[2,3-b]pyrazin-7-yl}benzoic acid), N1=CN=C(C2=C1C=CS2)N2CCNCC2 (1-(4-thieno[3,2-d]pyrimidinyl)piperazine). Product: ClC=1C=CC(=C(CN2C3=C(NCC2)N=CC(=C3)C=3C=C(C=CC3)C(=O)N3CCN(CC3)C=3C2=C(N=CN3)C=CS2)C1)C(F)(F)F ((3-{1-[5-Chloro-2-(trifluoromethyl)benzyl]-1,2,3,4-tetrahydropyrido[2,3-b]pyrazin-7-yl}phenyl)-(4-thieno[3,2-d]pyrimidin-4-ylpiperazin-1-yl)methanone). The reactants are OC1=C(C(=O)N)C(=CC=C1)O (2,6-dihydroxybenzamide), C([O-])([O-])=O.[K+].[K+] (potassium carbonate), BrCCBr (1,2-dibromoethane). Run in C(C)#N (acetonitrile). Yields the product BrCCOC=1C=CC=C(C1C(=O)N)O (6-(2-Bromoethoxy)salicylamide). Reaction SMILES: [OH:1][C:2]1[CH:10]=[CH:9][CH:8]=[C:7]([OH:11])[C:3]=1[C:4]([NH2:6])=[O:5].C(=O)([O-])[O-].[K+].[K+].[Br:18][CH2:19][CH2:20]Br>C(#N)C>[Br:18][CH2:19][CH2:20][O:1][C:2]1[CH:10]=[CH:9][CH:8]=[C:7]([OH:11])[C:3]=1[C:4]([NH2:6])=[O:5] |f:1.2.3|. Reported procedure: A mixture of 23.0 g of 2,6-dihydroxybenzamide, 20.7 g of potassium carbonate and 28.2 g of 1,2-dibromoethane is refluxed, whilst stirring, for 2-3 hours in 300 ml of acetonitrile. The reaction mixture is filtered whilst still warm, the filtrate concentrated by evaporation and the residue recrystallised from a little methanol. 6-(2-Bromoethoxy)salicylamide having a melting point of 120°-121° is obtained. The reactants are CCCC[N+](CCCC)(CCCC)CCCC, CCOC(C)=O, [F-], C1CCOC1, COc1cnc2c(c1)cc(C(=CC1CCCC1)c1ccc(S(C)(=O)=O)cc1)n2S(=O)(=O)c1ccccc1. Product: COc1cnc2[nH]c(C(=CC3CCCC3)c3ccc(S(C)(=O)=O)cc3)cc2c1. RXN SMILES: [CH3:39][CH2:40][CH2:41][CH2:42][N+:43]([CH2:44][CH2:45][CH2:46][CH3:47])([CH2:48][CH2:49][CH2:50][CH3:51])[CH2:52][CH2:53][CH2:54][CH3:55].[CH3:61][CH2:62][O:63][C:64](=[O:65])[CH3:66].[F-:38].[O:56]1[CH2:57][CH2:58][CH2:59][CH2:60]1.[c:1]1([S:2](=[O:3])(=[O:4])[n:10]2[c:11]([C:21](=[CH:22][CH:23]3[CH2:24][CH2:25][CH2:26][CH2:27]3)[c:28]3[cH:29][cH:30][c:31]([S:34](=[O:35])(=[O:36])[CH3:37])[cH:32][cH:33]3)[cH:12][c:13]3[c:14]2[n:15][cH:16][c:17]([O:19][CH3:20])[cH:18]3)[cH:5][cH:6][cH:7][cH:8][cH:9]1>>[nH:10]1[c:11]([C:21](=[CH:22][CH:23]2[CH2:24][CH2:25][CH2:26][CH2:27]2)[c:28]2[cH:29][cH:30][c:31]([S:34](=[O:35])(=[O:36])[CH3:37])[cH:32][cH:33]2)[cH:12][c:13]2[c:14]1[n:15][cH:16][c:17]([O:19][CH3:20])[cH:18]2.